From a dataset of the Open Reaction Database (ORD), a public repository of structured organic reaction records. describe an organic reaction: reactants, conditions, products, and yield Starting materials: P(O)(=O)(OP(=O)(O)OP(=O)(O)O)OC[C@@H]1[C@H]([C@H]([C@@H](O1)N1C=NC=2C(N)=NC=NC12)O)O (ATP), N[C@H](C(=O)O)CCC(=O)N[C@@H](CS)C(=O)NCC(=O)O (glutathione), [Cl-].[Ca+2].[Cl-] (Calcium chloride), μM14C-arachidonic acid. Run in P(=O)([O-])([O-])[O-] (phosphate). Yields the product OC(=CC=CC(=O)O)C=CC=CCCCCCCCCCCC (5-HETE). RXN SMILES: P(O[CH2:14][C@H:15]1O[C@@H:18](N2C3N=CN=C(N)C=3N=C2)[C@H:17](O)[C@@H:16]1O)(OP(OP(O)(O)=O)(O)=O)(=O)O.N[C@@H:33]([CH2:37][CH2:38][C:39](N[C@H](C(NCC(O)=O)=O)CS)=[O:40])[C:34]([OH:36])=[O:35].[Cl-].[Ca+2].[Cl-]>P([O-])([O-])([O-])=O>[OH:40][C:39]([CH:14]=[CH:15][CH:16]=[CH:17][CH2:18][CH2:14][CH2:15][CH2:16][CH2:17][CH2:18][CH2:14][CH2:15][CH2:16][CH2:17][CH3:18])=[CH:38][CH:37]=[CH:33][C:34]([OH:36])=[O:35] |f:2.3.4|. Procedure: 5-Lipoxygenase activity was determined according to the method described by Ochi et al., J. Biol. Chem.,258, p. 5754, 1983 using a crude enzyme fraction prepared from peritoneal exudated cells of guinea pigs which were induced by intraperitoneal injection of 2% case in solution. A solution of a test drug was mixed with a reaction solution (2mM ATP, 1 mM glutathione, and the enzyme fraction in 50 mM phosphate buffer, PH 7.4) and the mixture was pre-incubated at 37° C. for 5 minutes. Calcium chlor... Reactants: N1(C=CC2=CC=CC=C12)CC(=O)OC (methyl indol-1-ylacetate), [H-].[Al+3].[Li+].[H-].[H-].[H-] (lithium aluminum hydride). Solvent: O1CCCC1 (tetrahydrofuran). Product: N1(C=CC2=CC=CC=C12)CCO (2-(Indol-1-yl) ethanol). Isolated yield 99.4%. RXN SMILES: [N:1]1([CH2:10][C:11](OC)=[O:12])[C:9]2[C:4](=[CH:5][CH:6]=[CH:7][CH:8]=2)[CH:3]=[CH:2]1.[H-].[Al+3].[Li+].[H-].[H-].[H-]>O1CCCC1>[N:1]1([CH2:10][CH2:11][OH:12])[C:9]2[C:4](=[CH:5][CH:6]=[CH:7][CH:8]=2)[CH:3]=[CH:2]1 |f:1.2.3.4.5.6|. Reported procedure: A procedure similar to that described in Preparation 2 was repeated, except that 6.20 g of methyl indol-1-ylacetate (prepared as described in Preparation 12), 1.50 g of lithium aluminum hydride and 220 ml of anhydrous tetrahydrofuran were used, to give 5.25 g of the title compound having Rf=0.33 (on silica gel thin layer chromatography using a 2:1 by volume mixture of hexane and ethyl acetate as the developing solvent). Yields the product C=CC1CC1(N)C(=O)OCC. As a reaction SMILES: [CH2:1]([CH3:2])[O:3][C:4](=[O:5])[C:6]1([NH:11][C:12]([O:13][C:14]([CH3:15])([CH3:16])[CH3:17])=[O:18])[CH:7]([CH:9]=[CH2:10])[CH2:8]1.[CH3:29][CH2:30][O:31][C:32]([CH3:33])=[O:34].[O:24]=[CH:25][N:26]([CH3:27])[CH3:28].[S:19](=[O:20])(=[O:21])([OH:22])[OH:23]>>[CH2:1]([CH3:2])[O:3][C:4](=[O:5])[C:6]1([NH2:11])[CH:7]([CH:9]=[CH2:10])[CH2:8]1. The reactants are C=CC1CC1(NC(=O)OC(C)(C)C)C(=O)OCC, CCOC(C)=O, CN(C)C=O, O=S(=O)(O)O. Reactants: ClCC1=C2N=C(C(=NC2=CC(=C1C)C)OC)OC (5-chloromethyl-2,3-dimethoxy-6,7-dimethylquinoxaline), N1C=NC=C1 (imidazole). The solvent is O (water). Run at temperature 110 celsius. The product is N1(C=NC=C1)CC1=C2N=C(C(=NC2=CC(=C1C)C)OC)OC (5-(imidazol-1-ylmethyl)-2,3-dimethoxy-6,7-dimethyl-quinoxaline). Yield: 62.5%. RXN SMILES: Cl[CH2:2][C:3]1[C:12]([CH3:13])=[C:11]([CH3:14])[CH:10]=[C:9]2[C:4]=1[N:5]=[C:6]([O:17][CH3:18])[C:7]([O:15][CH3:16])=[N:8]2.[NH:19]1[CH:23]=[CH:22][N:21]=[CH:20]1>O>[N:19]1([CH2:2][C:3]2[C:12]([CH3:13])=[C:11]([CH3:14])[CH:10]=[C:9]3[C:4]=2[N:5]=[C:6]([O:17][CH3:18])[C:7]([O:15][CH3:16])=[N:8]3)[CH:23]=[CH:22][N:21]=[CH:20]1. Procedure: A mixture of 5-chloromethyl-2,3-dimethoxy-6,7-dimethylquinoxaline (Preparation 3) (60 mg, 0.22 mmol) and imidazole (1.0 g, 14.7 mmol) was heated at 110° C. for 30 minutes, cooled and diluted with water. The resulting suspension was sonicated for 5 minutes at 20° C. and the solid filtered off. The solid was washed with water, and then hexane, affording 5-(imidazol-1-ylmethyl)-2,3-dimethoxy-6,7-dimethyl-quinoxaline (41 mg, 61%) as an off-white solid. The reagents and catalysts are [Pd] (palladium on charcoal). The reactants are OC1(CCN(CC1)C(CC(C(=O)C1=CC=CC=C1)NCC1=CC=CC=C1)F)C1=CC(=CC=C1)C(F)(F)F (γ-[4-hydroxy-4-(3-trifluoromethylphenyl)piperidin-1-yl]-2-benzylamino-4-fluorobutyrophenone), Cl (hydrochloric acid). As a reaction SMILES: [OH:1][C:2]1([C:28]2[CH:33]=[CH:32][CH:31]=[C:30]([C:34]([F:37])([F:36])[F:35])[CH:29]=2)[CH2:7][CH2:6][N:5]([CH:8]([F:27])[CH2:9][CH:10]([NH:19]CC2C=CC=CC=2)[C:11]([C:13]2[CH:18]=[CH:17][CH:16]=[CH:15][CH:14]=2)=[O:12])[CH2:4][CH2:3]1.[ClH:38]>[Pd].C(O)C.[H][H]>[ClH:38].[OH:1][C:2]1([C:28]2[CH:33]=[CH:32][CH:31]=[C:30]([C:34]([F:37])([F:35])[F:36])[CH:29]=2)[CH2:7][CH2:6][N:5]([CH:8]([F:27])[CH2:9][CH:10]([NH2:19])[C:11]([C:13]2[CH:14]=[CH:15][CH:16]=[CH:17][CH:18]=2)=[O:12])[CH2:4][CH2:3]1 |f:5.6|. Reported procedure: A mixture of γ-[4-hydroxy-4-(3-trifluoromethylphenyl)piperidin-1-yl]-2-benzylamino-4-fluorobutyrophenone (3.8 g), 10 % palladium on charcoal (1.0 g) and 35 % hydrochloric acid (2.0 g) in ethanol (45 ml) was vigorously stirred in hydrogen atmosphere at 25°C until an equimolar amount of hydrogen was consumed. The catalyst was filtered off, and the filtrate was concentrated under reduced pressure to afford γ-[4-hydroxy-4-(3-trifluoromethylphenyl)piperidin-1-yl]-2-amino-4-fluorobutyrophenon hydrochl... Yields the product Cl.OC1(CCN(CC1)C(CC(C(=O)C1=CC=CC=C1)N)F)C1=CC(=CC=C1)C(F)(F)F (γ-[4-hydroxy-4-(3-trifluoromethylphenyl)piperidin-1-yl]-2-amino-4-fluorobutyrophenon hydrochloride). Run in [H][H] (hydrogen), [H][H] (hydrogen), C(C)O (ethanol). Reactants: [OH-].[K+] (potassium hydroxide), C(C)(=O)N1CC2=CC(=C(C=C2CC1)O)OC (N-Acetyl-6-hydroxy-7-methoxy-1,2,3,4-tetrahydroisoquinoline), hydrate, C(C1=CC=CC=C1)Br (Benzyl bromide). Reagents/catalysts: [Br-].C(CCC)[N+](CCCC)(CCCC)CCCC (tetra-n-butylammonium bromide). The solvent is O (water), C(Cl)Cl (methylene chloride). Reaction conditions: time 16 hour. The product is C(C)(=O)N1CC2=CC(=C(C=C2CC1)OCC1=CC=CC=C1)OC (N-Acetyl-6-benzyloxy-7-methoxy-1,2,3,4-tetrahydroisoquinoline). RXN SMILES: [C:1]([N:4]1[CH2:13][CH2:12][C:11]2[C:6](=[CH:7][C:8]([O:15][CH3:16])=[C:9]([OH:14])[CH:10]=2)[CH2:5]1)(=[O:3])[CH3:2].[CH2:17](Br)[C:18]1[CH:23]=[CH:22][CH:21]=[CH:20][CH:19]=1.[OH-].[K+]>C(Cl)Cl.O.[Br-].C([N+](CCCC)(CCCC)CCCC)CCC>[C:1]([N:4]1[CH2:13][CH2:12][C:11]2[C:6](=[CH:7][C:8]([O:15][CH3:16])=[C:9]([O:14][CH2:17][C:18]3[CH:23]=[CH:22][CH:21]=[CH:20][CH:19]=3)[CH:10]=2)[CH2:5]1)(=[O:3])[CH3:2] |f:2.3,6.7|. Reported procedure: N-Acetyl-6-hydroxy-7-methoxy-1,2,3,4-tetrahydroisoquinoline quarter-hydrate (14.0 g) was dissolved in methylene chloride (200 ml). Benzyl bromide (22.6 ml) was then added, followed by the addition of a solution of potassium hydroxide (4.62 g) in water (200 ml) and then tetra-n-butylammonium bromide (2.04 g). The resulting mixture was stirred vigorously overnight (16 hours). The organic layer was then separated, washed (H2O), dried (MgSO4) and evaporated. Medium pressure chromatography of the res...